From a dataset of the Open Reaction Database (ORD), a public repository of structured organic reaction records. describe an organic reaction: reactants, conditions, products, and yield The reactants are COC(=O)Cc1cc(Br)ccc1O, CN(C)C=O, Cc1oc(-c2ccccc2)nc1COc1ccc(CCl)cc1, [H-], [Na+], O. Yields the product COC(=O)Cc1cc(Br)ccc1OCc1ccc(OCc2nc(-c3ccccc3)oc2C)cc1. Reaction SMILES: [Br:23][c:24]1[cH:25][cH:26][c:27]([OH:35])[c:28]([CH2:30][C:31](=[O:32])[O:33][CH3:34])[cH:29]1.[CH3:36][N:37]([CH3:38])[CH:39]=[O:40].[Cl:1][CH2:2][c:3]1[cH:4][cH:5][c:6]([O:7][CH2:8][c:9]2[n:10][c:11](-[c:15]3[cH:16][cH:17][cH:18][cH:19][cH:20]3)[o:12][c:13]2[CH3:14])[cH:21][cH:22]1.[H-:41].[Na+:42].[OH2:43]>>[CH2:2]([c:3]1[cH:4][cH:5][c:6]([O:7][CH2:8][c:9]2[n:10][c:11](-[c:15]3[cH:16][cH:17][cH:18][cH:19][cH:20]3)[o:12][c:13]2[CH3:14])[cH:21][cH:22]1)[O:35][c:27]1[cH:26][cH:25][c:24]([Br:23])[cH:29][c:28]1[CH2:30][C:31](=[O:32])[O:33][CH3:34]. Reactants: CN(S(=O)(=O)C)C1=NC(=C(C(=N1)C1=CC=C(C=C1)F)/C=C/[C@@H]1C[C@H](CC(O1)=O)O)C(C)C (E-6-{2-[2-(N-methyl-N-methanesulfonylamino)-4-(4-fluorophenyl)-6-isopropyl-pyrimidin-5-yl]vinyl}-(4R,6S)-4-hydroxy-3,4,5,6-tetrahydro-2H-pyran-2-one), [OH-].[Ca+2].[OH-] (calcium hydroxide). The solvent is O (water). Reaction conditions: time 3 hour. Yields the product CN(S(=O)(=O)C)C1=NC(=C(C(=N1)C1=CC=C(C=C1)F)/C=C/[C@H](C[C@H](CC(=O)O)O)O)C(C)C (E-7-[2-(N-methyl-N-methanesulfonylamino)-4-(4-fluorophenyl)-6-isopropyl-pyrimidin-5-yl]-(3R,5S)-3,5-dihydroxyhept-6-enoic acid). The yield is 98.7%. As a reaction SMILES: [CH3:1][N:2]([C:7]1[N:12]=[C:11]([C:13]2[CH:18]=[CH:17][C:16]([F:19])=[CH:15][CH:14]=2)[C:10](/[CH:20]=[CH:21]/[C@H:22]2[O:27][C:26](=[O:28])[CH2:25][C@H:24]([OH:29])[CH2:23]2)=[C:9]([CH:30]([CH3:32])[CH3:31])[N:8]=1)[S:3]([CH3:6])(=[O:5])=[O:4].[OH-:33].[Ca+2].[OH-]>O>[CH3:1][N:2]([C:7]1[N:12]=[C:11]([C:13]2[CH:18]=[CH:17][C:16]([F:19])=[CH:15][CH:14]=2)[C:10](/[CH:20]=[CH:21]/[C@@H:22]([OH:27])[CH2:23][C@@H:24]([OH:29])[CH2:25][C:26]([OH:28])=[O:33])=[C:9]([CH:30]([CH3:31])[CH3:32])[N:8]=1)[S:3]([CH3:6])(=[O:5])=[O:4] |f:1.2.3|. Reported procedure: E-6-{2-[2-(N-methyl-N-methanesulfonylamino)-4-(4-fluorophenyl)-6-isopropyl-pyrimidin-5-yl]vinyl}-(4R,6S)-4-hydroxy-3,4,5,6-tetrahydro-2H-pyran-2-one (4.0 g), water (20.0 mL), and calcium hydroxide (0.64 g) was added to a reactor. The reaction mixture was stirred at room temperature for 3 hours and then filtered under reduced pressure. The resulting white solid was dried to obtain E-7-[2-(N-methyl-N-methanesulfonylamino)-4-(4-fluorophenyl)-6-isopropyl-pyrimidin-5-yl]-(3R,5S)-3,5-dihydroxyhept-6-e... As a reaction SMILES: [CH3:1][c:2]1[cH:3][c:4]2[c:5]([cH:18][cH:19]1)[O:6][CH2:7][c:8]1[c:9]([cH:14][cH:15][cH:16][cH:17]1)[CH:10]2[C:11](=[O:12])[OH:13].[CH:20]([CH3:21])([CH3:22])[c:23]1[c:24]([NH2:25])[c:26]([CH:32]([CH3:33])[CH3:34])[cH:27][c:28]([S:30][CH3:31])[cH:29]1>>[CH3:1][c:2]1[cH:3][c:4]2[c:5]([cH:18][cH:19]1)[O:6][CH2:7][c:8]1[c:9]([cH:14][cH:15][cH:16][cH:17]1)[CH:10]2[C:11](=[O:12])[NH:25][c:24]1[c:23]([CH:20]([CH3:21])[CH3:22])[cH:29][c:28]([S:30][CH3:31])[cH:27][c:26]1[CH:32]([CH3:33])[CH3:34]. Product: CSc1cc(C(C)C)c(NC(=O)C2c3ccccc3COc3ccc(C)cc32)c(C(C)C)c1. Starting materials: Cc1ccc2c(c1)C(C(=O)O)c1ccccc1CO2, CSc1cc(C(C)C)c(N)c(C(C)C)c1. Starting materials: CO, COC(=O)c1ccc([N+](=O)[O-])c2ccccc12. Product: COC(=O)c1ccc(N)c2ccccc12. Reaction SMILES: [CH3:18][OH:19].[CH3:1][O:2][C:3](=[O:4])[c:5]1[cH:6][cH:7][c:8]([N+:15]([O-:16])=[O:17])[c:9]2[cH:10][cH:11][cH:12][cH:13][c:14]12>>[CH3:1][O:2][C:3](=[O:4])[c:5]1[cH:6][cH:7][c:8]([NH2:15])[c:9]2[cH:10][cH:11][cH:12][cH:13][c:14]12. The reactants are CC1(C(C(=NN1)CC(C)(C)O)C(=O)OCC)C (ethyl 4,5-dihydro-5,5-dimethyl-3-(2-hydroxy-2-methylpropyl)-[1H]-pyrazole-4-carboxylate). The reagents and catalysts are [O-2].[O-2].[Mn+4] (manganese dioxide). Run in C(Cl)Cl (methylene chloride). Reaction conditions: time 15 minute. The product is CC1(N=NC(=C1C(=O)OCC)CC(C)(C)O)C (ethyl 3,3-dimethyl-5-(2-hydroxy-2-methyl-propyl)-[3H]-pyrazole-4-carboxylate). Isolated yield 93.3%. RXN SMILES: [CH3:1][C:2]1([CH3:17])[NH:6][N:5]=[C:4]([CH2:7][C:8]([OH:11])([CH3:10])[CH3:9])[CH:3]1[C:12]([O:14][CH2:15][CH3:16])=[O:13]>C(Cl)Cl.[O-2].[O-2].[Mn+4]>[CH3:17][C:2]1([CH3:1])[C:3]([C:12]([O:14][CH2:15][CH3:16])=[O:13])=[C:4]([CH2:7][C:8]([OH:11])([CH3:10])[CH3:9])[N:5]=[N:6]1 |f:2.3.4|. Procedure details: A suspension of 1.5 g of manganese dioxide in 50 ml of methylene chloride was stirred under an inert gas for 15 minutes and 200 mg of the product of Step C were added. The mixture was stirred for one hour and was filtered. The filtrate was evaporated to dryness to obtain 185 mg of ethyl 3,3-dimethyl-5-(2-hydroxy-2-methyl-propyl)-[3H]-pyrazole-4-carboxylate. Starting materials: BrC1=CC2=C(N=C(C3=CC=NC(=C23)Cl)Cl)C=C1 (9-bromo-1,5-dichlorobenzo[c]-2,6-naphthyridine), ClC1=C(N)C(=CC(=C1)I)Cl (2,6-dichloro-4-iodoaniline). Product: BrC1=CC2=C(N=C(C3=CC=NC(=C23)Cl)NC2=C(C=C(C=C2Cl)I)Cl)C=C1 (9-Bromo-1-chloro-N-(2,6-dichloro-4-iodophenyl)benzo[c]-2,6-naphthyridin-5-amine). RXN SMILES: [Br:1][C:2]1[CH:17]=[CH:16][C:5]2[N:6]=[C:7](Cl)[C:8]3[C:13]([C:4]=2[CH:3]=1)=[C:12]([Cl:14])[N:11]=[CH:10][CH:9]=3.[Cl:18][C:19]1[CH:25]=[C:24]([I:26])[CH:23]=[C:22]([Cl:27])[C:20]=1[NH2:21]>>[Br:1][C:2]1[CH:17]=[CH:16][C:5]2[N:6]=[C:7]([NH:21][C:20]3[C:19]([Cl:18])=[CH:25][C:24]([I:26])=[CH:23][C:22]=3[Cl:27])[C:8]3[C:13]([C:4]=2[CH:3]=1)=[C:12]([Cl:14])[N:11]=[CH:10][CH:9]=3. Procedure details: The title compound was prepared according to the procedure in (Example 3, Method C, Step 4) using 9-bromo-1,5-dichlorobenzo[c]-2,6-naphthyridine and 2,6-dichloro-4-iodoaniline as the starting materials. The reactants are BrCCCCN1C(CCC2=CC=CC=C12)=O (1-(4-bromobutyl)-3,4-dihydroquinolin-2(1H)-one), Cl.ClC1=C(C=CC=C1Cl)N1CCNCC1 (1-(2,3-dichlorophenyl)piperazine, hydrochloride), N (ammonia), C([O-])([O-])=O.[K+].[K+] (potassium carbonate). Run in CC(CC)=O (butanone), CC(CC)=O (butanone), C(C)(=O)OCC (ethyl acetate). Product: ClC1=C(C=CC=C1Cl)N1CCN(CC1)CCCCN1C(CCC2=CC=CC=C12)=O (1-{4-[4-(2,3-Dichlorophenyl)piperazin-1-yl]butyl}-3,4-dihydroquinolin-2(1H)-one). Reaction SMILES: Cl.[Cl:2][C:3]1[C:8]([Cl:9])=[CH:7][CH:6]=[CH:5][C:4]=1[N:10]1[CH2:15][CH2:14][NH:13][CH2:12][CH2:11]1.N.C(=O)([O-])[O-].[K+].[K+].Br[CH2:24][CH2:25][CH2:26][CH2:27][N:28]1[C:37]2[C:32](=[CH:33][CH:34]=[CH:35][CH:36]=2)[CH2:31][CH2:30][C:29]1=[O:38]>CC(=O)CC.C(OCC)(=O)C>[Cl:2][C:3]1[C:8]([Cl:9])=[CH:7][CH:6]=[CH:5][C:4]=1[N:10]1[CH2:15][CH2:14][N:13]([CH2:24][CH2:25][CH2:26][CH2:27][N:28]2[C:37]3[C:32](=[CH:33][CH:34]=[CH:35][CH:36]=3)[CH2:31][CH2:30][C:29]2=[O:38])[CH2:12][CH2:11]1 |f:0.1,3.4.5|. Procedure details: The free base of 1-(2,3-dichlorophenyl)piperazine, hydrochloride (6.0 g) was liberated by the use ethyl acetate and aqueous ammonia. The remaining oil was dissolved in butanone (500 mL) followed by the addition of potassium carbonate (9.7 g), and the mixture was heated to reflux temperature. To this mixture was added a solution of 1-(4-bromobutyl)-3,4-dihydroquinolin-2(1H)-one (7.9 g) in butanone (150 mL), and the resulting mixture was boiled under reflux for 10 h. The mixture was filtered hot a... The reactants are O=C(c1ccc(F)cc1)c1nc(Cl)c2ccc(OCc3ccccc3)cc2n1, Cc1cc(N)n[nH]1, CCN(C(C)C)C(C)C, CN(C)C=O, O. Product: Cc1cc(Nc2nc(C(=O)c3ccc(F)cc3)nc3cc(OCc4ccccc4)ccc23)n[nH]1. Reaction SMILES: [CH2:1]([c:2]1[cH:3][cH:4][cH:5][cH:6][cH:7]1)[O:8][c:9]1[cH:10][cH:11][c:12]2[c:13]([Cl:28])[n:14][c:15]([C:19](=[O:20])[c:21]3[cH:22][cH:23][c:24]([F:27])[cH:25][cH:26]3)[n:16][c:17]2[cH:18]1.[CH3:38][c:39]1[cH:40][c:41]([NH2:44])[n:42][nH:43]1.[CH:29]([N:30]([CH2:31][CH3:32])[CH:33]([CH3:34])[CH3:35])([CH3:36])[CH3:37].[O:45]=[CH:46][N:47]([CH3:48])[CH3:49].[OH2:50]>>[CH2:1]([c:2]1[cH:3][cH:4][cH:5][cH:6][cH:7]1)[O:8][c:9]1[cH:10][cH:11][c:12]2[c:13]([NH:44][c:41]3[cH:40][c:39]([CH3:38])[nH:43][n:42]3)[n:14][c:15]([C:19](=[O:20])[c:21]3[cH:22][cH:23][c:24]([F:27])[cH:25][cH:26]3)[n:16][c:17]2[cH:18]1. Reactants: CO, COC(=O)c1ccc2c(C)coc2c1, [Na+], [OH-]. The product is Cc1coc2cc(C(=O)O)ccc12. RXN SMILES: [CH3:17][OH:18].[CH3:1][c:2]1[cH:3][o:4][c:5]2[c:6]1[cH:7][cH:8][c:9]([C:11](=[O:12])[O:13][CH3:14])[cH:10]2.[Na+:16].[OH-:15]>>[CH3:1][c:2]1[cH:3][o:4][c:5]2[c:6]1[cH:7][cH:8][c:9]([C:11](=[O:12])[OH:13])[cH:10]2.